Dataset: the Open Reaction Database (ORD), a public repository of structured organic reaction records. Task: describe an organic reaction: reactants, conditions, products, and yield Reactants: NC=1SC=C(N1)C (2-amino-4-methylthiazole), O.ON1N=NC2=C1C=CC=C2 (1-hydroxybenzotriazole hydrate), Cl.CN(CCCN=C=NCC)C (1-(3-dimethylaminopropyl)-3-ethylcarbodiimide hydrochloride), carboxyl, [OH-].[Na+] (sodium hydroxide), COC(C1=CC(=CC(=C1)OC(C)C)OC1=CC=C(C=C1)S(=O)(=O)C)=O (5-isopropoxy-3-(4-methanesulfonylphenoxy)-benzoic acid methyl ester), Cl (hydrochloric acid). Run in C(Cl)Cl (methylene chloride), C(C)OC(C)=O (acetic acid ethyl ester), CO (methanol). Conditions: time 8 hour. Product: C(C)(C)OC=1C=C(C=C(C(=O)NC=2SC=C(N2)C)C1)OC1=CC=C(C=C1)S(=O)(=O)C (5-isopropoxy-3-(4-methanesulfonylphenoxy)-N-(4-methylthiazol-2-yl)-benzamide). As a reaction SMILES: [OH-].[Na+].CO[C:5](=[O:27])[C:6]1[CH:11]=[C:10]([O:12][CH:13]([CH3:15])[CH3:14])[CH:9]=[C:8]([O:16][C:17]2[CH:22]=[CH:21][C:20]([S:23]([CH3:26])(=[O:25])=[O:24])=[CH:19][CH:18]=2)[CH:7]=1.Cl.[NH2:29][C:30]1[S:31][CH:32]=[C:33]([CH3:35])[N:34]=1.O.ON1C2C=CC=CC=2N=N1.Cl.CN(C)CCCN=C=NCC>CO.C(Cl)Cl.C(OC(=O)C)C>[CH:13]([O:12][C:10]1[CH:9]=[C:8]([O:16][C:17]2[CH:22]=[CH:21][C:20]([S:23]([CH3:26])(=[O:24])=[O:25])=[CH:19][CH:18]=2)[CH:7]=[C:6]([CH:11]=1)[C:5]([NH:29][C:30]1[S:31][CH:32]=[C:33]([CH3:35])[N:34]=1)=[O:27])([CH3:15])[CH3:14] |f:0.1,5.6,7.8|. Procedure details: After adding 0.28 ml (0.56 mmol) of aqueous 2N sodium hydroxide to a solution of 41.0 mg (0.11 mmol) of the obtained sulfone compound in methanol (1.0 ml), the reaction mixture was stirred overnight. Aqueous 2N hydrochloric acid was added to the reaction mixture, extraction was performed with acetic acid ethyl ester, and the organic layer was washed with brine, dried and concentrated under reduced pressure to obtain a crude carboxyl compound. After adding 5.90 mg (0.51 mol) of 2-amino-4-methylth... Reactants: [Br-], C1CCOC1, C[Mg+], CC(=O)c1nncc2cc(Cl)ccc12. The product is CC(C)(O)c1nncc2cc(Cl)ccc12. As a reaction SMILES: [Br-:15].[CH2:18]1[O:19][CH2:20][CH2:21][CH2:22]1.[CH3:16][Mg+:17].[Cl:1][c:2]1[cH:3][c:4]2[cH:5][n:6][n:7][c:8]([C:12]([CH3:13])=[O:14])[c:9]2[cH:10][cH:11]1>>[Cl:1][c:2]1[cH:3][c:4]2[cH:5][n:6][n:7][c:8]([C:12]([CH3:13])([OH:14])[CH3:16])[c:9]2[cH:10][cH:11]1. Conditions: temperature 140 celsius. The solvent is O (water). Reported procedure: Into a 1-necked flask were added 1-[4-(difluoromethoxy)-3-hydroxyphenyl]ethanone (0.317 g, 1.57 mmol), 16 mL of N,N-dimethylformamide, and N,N-dimethylformamide dimethy acetal (0.25 mL, 1.9 mmol). The mixture was heated to 140° C. overnight and after cooling to room temperature, poured into 50 mL water and extracted 3×50 mL ethyl acetate. The combined organic fractions were dried over sodium sulfate, filtered and concentrated under reduced pressure. The residue was purified by column chromatogra... The reactants are FC(OC1=C(C=C(C=C1)C(C)=O)O)F (1-[4-(difluoromethoxy)-3-hydroxyphenyl]ethanone), CN(C=O)C (N,N-dimethylformamide), COC(N(C)C)OC (N,N-dimethylformamide dimethy acetal). Product: FC(OC1=C(C=C(C=C1)C(\C=C\N(C)C)=O)OC)F ((2E)-1-[4-(difluoromethoxy)-3-methoxyphenyl]-3-(dimethylamino)prop-2-en-1-one). RXN SMILES: [F:1][CH:2]([F:14])[O:3][C:4]1[CH:9]=[CH:8][C:7]([C:10](=[O:12])[CH3:11])=[CH:6][C:5]=1[OH:13].[CH3:15][N:16]([CH3:19])[CH:17]=O.[CH3:20]OC(OC)N(C)C>O>[F:1][CH:2]([F:14])[O:3][C:4]1[CH:9]=[CH:8][C:7]([C:10](=[O:12])/[CH:11]=[CH:15]/[N:16]([CH3:19])[CH3:17])=[CH:6][C:5]=1[O:13][CH3:20]. The reactants are BrC1=C(C=CC(=C1)F)C1N=C(NC(=C1C(=O)OCC)C)C1=NNC=N1 (Ethyl 4-(2-bromo-4-fluorophenyl)-6-methyl-2-(1H-1,2,4-triazol-3-yl)-1,4-dihydropyrimidine-5-carboxylate), C1CC(=O)N(C1=O)Br (NBS). Run in C(Cl)(Cl)Cl (chloroform). Yields the product BrC1=C(C=CC(=C1)F)C1N=C(NC(=C1C(=O)OCC)CBr)C1=NNC=N1 (Ethyl 4-(2-bromo-4-fluorophenyl)-6-(bromomethyl)-2-(1H-1,2,4-triazol-3-yl)-1,4-dihydropyrimidine-5-carboxylate). The yield is 45.2%. Reaction SMILES: [Br:1][C:2]1[CH:7]=[C:6]([F:8])[CH:5]=[CH:4][C:3]=1[CH:9]1[C:14]([C:15]([O:17][CH2:18][CH3:19])=[O:16])=[C:13]([CH3:20])[NH:12][C:11]([C:21]2[N:25]=[CH:24][NH:23][N:22]=2)=[N:10]1.C1C(=O)N([Br:33])C(=O)C1>C(Cl)(Cl)Cl>[Br:1][C:2]1[CH:7]=[C:6]([F:8])[CH:5]=[CH:4][C:3]=1[CH:9]1[C:14]([C:15]([O:17][CH2:18][CH3:19])=[O:16])=[C:13]([CH2:20][Br:33])[NH:12][C:11]([C:21]2[N:25]=[CH:24][NH:23][N:22]=2)=[N:10]1. Procedure details: Ethyl 4-(2-bromo-4-fluorophenyl)-6-methyl-2-(1H-1,2,4-triazol-3-yl)-1,4-dihydropyrimidine-5-carboxylate (0.82 g, 2 mmol) was reacted with NBS (0.39 g, 2.2 mmol) in chloroform (40 mL) according to the procedure as described in Example 1, Step B to give the title compound as a yellow solid (0.44 g, 45%). The compound was characterized by the following spectroscopic data: Product: C(C1=CC=CC=C1)O\N=C(/C)\C=1C=CC=2N(N1)C(=NN2)CC=2C=C1C=CC=NC1=CC2 ((E)-1-(3-(Quinolin-6-ylmethyl)-[1,2,4]triazolo[4,3-b]pyridazin-6-yl)ethanone O-benzyl oxime). Procedure details: The title compound was prepared from 1-(3-(quinolin-6-ylmethyl)-[1,2,4]triazolo[4,3-b]pyridazin-6-yl)ethanone (41.2) and O-benzylhydroxylamine (intermediate H) using the same procedure described in the synthesis of example 41. 1H-NMR (400 MHz, CHCl3-d1) δ ppm 8.87 (d, 1H), 8.06 (m, 2H), 7.95 (d, 1H), 7.84 (s, 1H), 7.80 (m, 2H), 7.38 (m, 6H), 5.30 (s, 2H), 4.77 (s, 2H), 2.32 (s, 3H). LC-MS (method J): [MH]+=409.1, tR=2.42 min. The reactants are N1=CC=CC2=CC(=CC=C12)CC1=NN=C2N1N=C(C=C2)C(C)=O (1-(3-(Quinolin-6-ylmethyl)-[1,2,4]triazolo[4,3-b]pyridazin-6-yl)ethanone), C(C1=CC=CC=C1)ON (O-benzylhydroxylamine), C(C1=CC=CC=C1)ON (O-benzylhydroxylamine). Reaction SMILES: [N:1]1[C:10]2[C:5](=[CH:6][C:7]([CH2:11][C:12]3[N:16]4[N:17]=[C:18]([C:21](=O)[CH3:22])[CH:19]=[CH:20][C:15]4=[N:14][N:13]=3)=[CH:8][CH:9]=2)[CH:4]=[CH:3][CH:2]=1.[CH2:24]([O:31][NH2:32])[C:25]1[CH:30]=[CH:29][CH:28]=[CH:27][CH:26]=1>>[CH2:24]([O:31]/[N:32]=[C:21](/[C:18]1[CH:19]=[CH:20][C:15]2[N:16]([C:12]([CH2:11][C:7]3[CH:6]=[C:5]4[C:10](=[CH:9][CH:8]=3)[N:1]=[CH:2][CH:3]=[CH:4]4)=[N:13][N:14]=2)[N:17]=1)\[CH3:22])[C:25]1[CH:30]=[CH:29][CH:28]=[CH:27][CH:26]=1. Reactants: C=O, O=CO, Clc1ccc(-c2[nH]nc(N3CCNCC3)c2-c2ccncc2)cc1. Yields the product CN1CCN(c2n[nH]c(-c3ccc(Cl)cc3)c2-c2ccncc2)CC1. As a reaction SMILES: [CH2:25]=[O:26].[CH:27]([OH:28])=[O:29].[Cl:1][c:2]1[cH:3][cH:4][c:5](-[c:8]2[c:9](-[c:19]3[cH:20][cH:21][n:22][cH:23][cH:24]3)[c:10]([N:13]3[CH2:14][CH2:15][NH:16][CH2:17][CH2:18]3)[n:11][nH:12]2)[cH:6][cH:7]1>>[Cl:1][c:2]1[cH:3][cH:4][c:5](-[c:8]2[c:9](-[c:19]3[cH:20][cH:21][n:22][cH:23][cH:24]3)[c:10]([N:13]3[CH2:14][CH2:15][N:16]([CH3:25])[CH2:17][CH2:18]3)[n:11][nH:12]2)[cH:6][cH:7]1. The reactants are C(=O)(C(F)(F)F)O (TFA), C1(=CC=CC=C1)S(=O)CC=1C=CN2N=CN=C(C21)NC2=CC(=C(C=C2)OCC2=CC(=CC=C2)F)Cl ((5-benzenesulfinylmethyl-pyrrolo[2,1-f][1,2,4]triazin-4-yl)-[3-chloro-4-(3-fluoro-benzyloxy)-phenyl]-amine), N1CCNCC1 (piperazine), NC1CCN(CC1)CC=1C=CN2N=CN=C(C21)NC2=CC(=C(C=C2)OCC2=CC(=CC=C2)F)Cl ([5-(4-Amino-piperidin-1-ylmethyl)-pyrrolo[2,1-f][1,2,4]triazin-4-yl]-[3-chloro-4-(3-fluoro-benzyloxy)-phenyl]-amine). The solvent is CO (methanol). Product: ClC=1C=C(C=CC1OCC1=CC(=CC=C1)F)NC1=NC=NN2C1=C(C=C2)CN2CCNCC2 ([3-Chloro-4-(3-fluoro-benzyloxy)-phenyl]-(5-piperazin-1-ylmethyl-pyrrolo[2,1-f][1,2,4]triazin-4-yl)-amine). RXN SMILES: C1(S([CH2:9][C:10]2[CH:11]=[CH:12][N:13]3[C:18]=2[C:17]([NH:19][C:20]2[CH:25]=[CH:24][C:23]([O:26][CH2:27][C:28]4[CH:33]=[CH:32][CH:31]=[C:30]([F:34])[CH:29]=4)=[C:22]([Cl:35])[CH:21]=2)=[N:16][CH:15]=[N:14]3)=O)C=CC=CC=1.[NH:36]1[CH2:41][CH2:40][NH:39][CH2:38][CH2:37]1.NC1CCN(CC2C=CN3C=2C(NC2C=CC(OCC4C=CC=C(F)C=4)=C(Cl)C=2)=NC=N3)CC1.C(O)(C(F)(F)F)=O>CO>[Cl:35][C:22]1[CH:21]=[C:20]([NH:19][C:17]2[C:18]3=[C:10]([CH2:9][N:36]4[CH2:41][CH2:40][NH:39][CH2:38][CH2:37]4)[CH:11]=[CH:12][N:13]3[N:14]=[CH:15][N:16]=2)[CH:25]=[CH:24][C:23]=1[O:26][CH2:27][C:28]1[CH:33]=[CH:32][CH:31]=[C:30]([F:34])[CH:29]=1. Procedure: The title compound was prepared from 7B and excess piperazine by a route analogous to that used for the preparation of 7C. Analytical HPLC retention time=1.68 min. (YMC Xterra S7 C18, 3.0×50 mm column, 10–90% aqueous methanol over 2 minutes containing 0.1% TFA, 5 mL/min, monitoring at 220 nm) and a LC/MS M++1=467.